This data is from the Open Reaction Database (ORD), a public repository of structured organic reaction records. The task is: describe an organic reaction: reactants, conditions, products, and yield Starting materials: N (ammonia), BrC=1C=NC2=CC=C(C=C2C1)O (3-Bromo-6-hydroxyquinoline), cuprous chloride, O (water), Cl (hydrochloric acid). Solvent: C(C)(=O)OCC (ethyl acetate), CCCCCC.C(C)(=O)OCC (hexane ethyl acetate), CN1C(CCC1)=O (N-methylpyrrolidin-2-one). Conditions: temperature 150 celsius. The product is ClC=1C=NC2=CC=C(C=C2C1)O (3-chloro-6-hydroxyquinoline). RXN SMILES: Br[C:2]1[CH:3]=[N:4][C:5]2[C:10]([CH:11]=1)=[CH:9][C:8]([OH:12])=[CH:7][CH:6]=2.O.N.[ClH:15]>CN1CCCC1=O.CCCCCC.C(OCC)(=O)C.C(OCC)(=O)C>[Cl:15][C:2]1[CH:3]=[N:4][C:5]2[C:10]([CH:11]=1)=[CH:9][C:8]([OH:12])=[CH:7][CH:6]=2 |f:5.6|. Procedure: 3-Bromo-6-hydroxyquinoline (2.75 g) and cuprous chloride (9 g) in dry N-methylpyrrolidin-2-one (25 ml) were stirred and heated at 150° C. under an atmosphere of nitrogen for 2 hours. The dark red suspension was cooled to ambient temperature, poured into water then treated with sufficient aqueous ammonia to dissolve the solid material. The blue solution was taken to pH 5–6 with hydrochloric acid (2M) then ethyl acetate was added. The mixture was filtered and the insoluble solids washed with ethyl... Reactants: NN1CC2=CC(=CC=C2C(C1=O)C1=CC(=C(C(=C1)OC)OC)OC)OC (2-amino-4-(3,4,5-trimethoxyphenyl)-7-methoxy-1,4-dihydro-3(2H)-isoquinolinone), Cl (hydrochloride). Yields the product Cl.NN1CC2=CC(=CC=C2C(C1=O)C1=CC(=C(C(=C1)OC)OC)OC)OC (2-amino-4-(3,4,5-trimethoxyphenyl)-7-methoxy-1,4-dihydro-3(2H)-isoquinolinone hydrochloride). As a reaction SMILES: [NH2:1][N:2]1[C:11](=[O:12])[CH:10]([C:13]2[CH:18]=[C:17]([O:19][CH3:20])[C:16]([O:21][CH3:22])=[C:15]([O:23][CH3:24])[CH:14]=2)[C:9]2[C:4](=[CH:5][C:6]([O:25][CH3:26])=[CH:7][CH:8]=2)[CH2:3]1.[ClH:27]>>[ClH:27].[NH2:1][N:2]1[C:11](=[O:12])[CH:10]([C:13]2[CH:14]=[C:15]([O:23][CH3:24])[C:16]([O:21][CH3:22])=[C:17]([O:19][CH3:20])[CH:18]=2)[C:9]2[C:4](=[CH:5][C:6]([O:25][CH3:26])=[CH:7][CH:8]=2)[CH2:3]1 |f:2.3|. Procedure: The acetamide (1.4 g) from step 3 above was dissolved in trifluoroacetic acid (15 ml) and the solution was kept at 40° C. for 5 hours. The reaction mixture was concentrated to dryness, and the residue partitioned between aqueous hydrochloric acid (50 ml, 2 M) and ethyl acetate (50 ml). The aqueous phase was made alkaline with sodium hydroxide and extracted with dichloromethane (2×50 ml). The organic phase was dried and concentrated to dryness, giving the title compound as pale yellow solid (0.97... Reactants: CN1C(N(C(C=2C1=C1C(=CCCN1C2C=2C=C(C#N)C=CC2)B2OC(C(O2)(C)C)(C)C)=O)C)=O (3-(1,3-Dimethyl-2,4-dioxo-10-(4,4,5,5-tetramethyl-1,3,2-dioxaborolan-2-yl)-1,2,3,4,7,8-hexahydropyrimido[4,5-a]indolizin-5-yl)benzonitrile), IC=1SC=C(N1)C (2-iodo-4-methylthiazole), IC=1SC=C(N1)C (2-iodo-4-methylthiazole), [OH-].[Ba+2].[OH-] (barium hydroxide). The reagents and catalysts are [Pd+2].ClC1=C([C-](C=C1)P(C(C)(C)C)C(C)(C)C)Cl.[C-]1(C=CC=C1)P(C(C)(C)C)C(C)(C)C.[Fe+2] (dichloro[1,1′ bis(di-tert-butylphosphino)]ferrocene palladium (11)). Solvent: C(C)#N.O (acetonitrile water), Cl (HCl). Conditions: temperature 80 celsius, time 1 hour. Product: CN1C(N(C(C=2C1=C1C(=CCCN1C2C=2C=C(C#N)C=CC2)C=2SC=C(N2)C)=O)C)=O (3-(1,3-Dimethyl-10-(4-methylthiazol-2-yl)-2,4-dioxo-1,2,3,4,7,8-hexahydropyrimido[4,5-a]indolizin-5-yl)benzonitrile). As a reaction SMILES: [CH3:1][N:2]1[C:7]2=[C:8]3[N:13]([C:14]([C:15]4[CH:16]=[C:17]([CH:20]=[CH:21][CH:22]=4)[C:18]#[N:19])=[C:6]2[C:5](=[O:32])[N:4]([CH3:33])[C:3]1=[O:34])[CH2:12][CH2:11][CH:10]=[C:9]3B1OC(C)(C)C(C)(C)O1.I[C:36]1[S:37][CH:38]=[C:39]([CH3:41])[N:40]=1.[OH-].[Ba+2].[OH-]>C(#N)C.O.Cl.[Pd+2].ClC1C=C[C-](P(C(C)(C)C)C(C)(C)C)C=1Cl.[C-]1(P(C(C)(C)C)C(C)(C)C)C=CC=C1.[Fe+2]>[CH3:1][N:2]1[C:7]2=[C:8]3[N:13]([C:14]([C:15]4[CH:16]=[C:17]([CH:20]=[CH:21][CH:22]=4)[C:18]#[N:19])=[C:6]2[C:5](=[O:32])[N:4]([CH3:33])[C:3]1=[O:34])[CH2:12][CH2:11][CH:10]=[C:9]3[C:36]1[S:37][CH:38]=[C:39]([CH3:41])[N:40]=1 |f:2.3.4,5.6,8.9.10.11|. Procedure: A mixture of 3-(1,3-dimethyl-2,4-dioxo-10-(4,4,5,5-tetramethyl-1,3,2-dioxaborolan-2-yl)-1,2,3,4,7,8-hexahydropyrimido[4,5-a]indolizin-5-yl)benzonitrile (step 9) (202 mg, 0.44 mmol), 2-iodo-4-methylthiazole (Intermediate O) (90 mg, 0.40 mmol), dichloro[1,1′ bis(di-tert-butylphosphino)]ferrocene palladium (11) (13 mg, 0.02 mmol) and barium hydroxide (137 mg, 0.80 mmol) in acetonitrile/water (1:1, 2 mL) was stirred at room temperature for 45 minutes and at 80° C. for 1 hour. The reaction mixture wa... Starting materials: O (water), C(C1=CC=CC=C1)OC1=CC=C(OC2=NC3=CC=CC=C3N=C2C)C=C1 (2-(4-benzyloxyphenoxy)-3-methylquinoxaline). Run in C(Cl)Cl (methylene chloride), C(Cl)Cl (methylene chloride), C(Cl)Cl (methylene chloride). Product: OC1=CC=C(OC2=NC3=CC=CC=C3N=C2C)C=C1 (2-(4-Hydroxyphenoxy)-3-methylquinoxaline). Yield: 50.7%. Reaction SMILES: C([O:8][C:9]1[CH:26]=[CH:25][C:12]([O:13][C:14]2[C:23]([CH3:24])=[N:22][C:21]3[C:16](=[CH:17][CH:18]=[CH:19][CH:20]=3)[N:15]=2)=[CH:11][CH:10]=1)C1C=CC=CC=1.O>C(Cl)Cl>[OH:8][C:9]1[CH:10]=[CH:11][C:12]([O:13][C:14]2[C:23]([CH3:24])=[N:22][C:21]3[C:16](=[CH:17][CH:18]=[CH:19][CH:20]=3)[N:15]=2)=[CH:25][CH:26]=1. Procedure details: A solution of 12.5 g (0.05 mole) borontribromide in 100 cc methylene chloride was added, over a period of 40 minutes, to a well stirred, cold (-62° C.) solution of 17.1 g 2-(4-benzyloxyphenoxy)-3-methylquinoxaline (0.05 mole) in 400 cc methylene chloride. When the addition was complete, the temperature of the reaction was allowed to rise slowly (2 hours) to room temperature. The reaction mixture was then poured into 1 liter of water and an additional 500 cc of methylene chloride was added. The m... Reactants: N1=CC=CC=C1 (pyridine), N1(N=NN=C1)CCCCC(=O)Cl (5-(tetrazol-1-yl)-valeric acid chloride), C(C=C)OC(C(=P(C1=CC=CC=C1)(C1=CC=CC=C1)C1=CC=CC=C1)N1C([C@@H]([C@H]1S)[C@@H](C)OC(=O)OCC=C)=O)=O (2-[(3S,4R)-3-[(1R)-1-allyloxycarbonyloxyethyl]-4-mercapto-2-oxo-azetidin-1-yl]-2-triphenylphosphoranylideneacetic acid allyl ester). Reagents/catalysts: CN(C1=CC=NC=C1)C (4-dimethylaminopyridine), [Ag] (silver). The solvent is C(Cl)Cl (methylene chloride), C(Cl)Cl (methylene chloride). Reaction conditions: time 30 minute. Product: C(C=C)OC(C(=P(C1=CC=CC=C1)(C1=CC=CC=C1)C1=CC=CC=C1)N1C([C@@H]([C@H]1SC(CCCCN1N=NN=C1)=O)[C@@H](C)OC(=O)OCC=C)=O)=O (2-[(3S,4R)-3-[(1R)-1-allyloxycarbonyloxyethyl]-4-[5-(tetrazol-1-yl)-pentanoylthio]-2-oxo-azetidin-1-yl]-2-triphenylphosphoranylideneacetic acid allyl ester). RXN SMILES: [CH2:1]([O:4][C:5](=[O:41])[C:6]([N:26]1[C@H:29]([SH:30])[C@@H:28]([C@H:31]([O:33][C:34]([O:36][CH2:37][CH:38]=[CH2:39])=[O:35])[CH3:32])[C:27]1=[O:40])=[P:7]([C:20]1[CH:25]=[CH:24][CH:23]=[CH:22][CH:21]=1)([C:14]1[CH:19]=[CH:18][CH:17]=[CH:16][CH:15]=1)[C:8]1[CH:13]=[CH:12][CH:11]=[CH:10][CH:9]=1)[CH:2]=[CH2:3].N1C=CC=CC=1.[N:48]1([CH2:53][CH2:54][CH2:55][CH2:56][C:57](Cl)=[O:58])[CH:52]=[N:51][N:50]=[N:49]1>C(Cl)Cl.CN(C)C1C=CN=CC=1.[Ag]>[CH2:1]([O:4][C:5](=[O:41])[C:6]([N:26]1[C@H:29]([S:30][C:57](=[O:58])[CH2:56][CH2:55][CH2:54][CH2:53][N:48]2[CH:52]=[N:51][N:50]=[N:49]2)[C@@H:28]([C@H:31]([O:33][C:34]([O:36][CH2:37][CH:38]=[CH2:39])=[O:35])[CH3:32])[C:27]1=[O:40])=[P:7]([C:14]1[CH:19]=[CH:18][CH:17]=[CH:16][CH:15]=1)([C:20]1[CH:21]=[CH:22][CH:23]=[CH:24][CH:25]=1)[C:8]1[CH:13]=[CH:12][CH:11]=[CH:10][CH:9]=1)[CH:2]=[CH2:3]. Procedure: 1.74 g of the silver salt of 2-[(3S,4R)-3-[(1R)-1-allyloxycarbonyloxyethyl]-4-mercapto-2-oxo-azetidin-1-yl]-2-triphenylphosphoranylideneacetic acid allyl ester are dissolved in 30 ml of methylene chloride, and, at 0°, 0.41 ml of pyridine, 50 mg of 4-dimethylaminopyridine and then, dropwise, a solution of 0.87 g of 5-(tetrazol-1-yl)-valeric acid chloride in 15 ml of methylene chloride are added. After stirring for 30 minutes at 0°, the solid material is filtered off over Hyflo and the filtrate is...